From a dataset of the Open Reaction Database (ORD), a public repository of structured organic reaction records. describe an organic reaction: reactants, conditions, products, and yield The reactants are BrCc1ccc(Br)cc1, O=C([O-])[O-], c1ccc(CC2CNCCO2)cc1, CC#N, [K+], [K+]. Product: Brc1ccc(CN2CCOC(Cc3ccccc3)C2)cc1. As a reaction SMILES: [Br:1][c:2]1[cH:3][cH:4][c:5]([CH2:6][Br:7])[cH:8][cH:9]1.[C:23](=[O:24])([O-:25])[O-:26].[CH2:10]([c:11]1[cH:12][cH:13][cH:14][cH:15][cH:16]1)[CH:17]1[O:18][CH2:19][CH2:20][NH:21][CH2:22]1.[CH3:29][C:30]#[N:31].[K+:27].[K+:28]>>[Br:1][c:2]1[cH:3][cH:4][c:5]([CH2:6][N:21]2[CH2:20][CH2:19][O:18][CH:17]([CH2:10][c:11]3[cH:12][cH:13][cH:14][cH:15][cH:16]3)[CH2:22]2)[cH:8][cH:9]1. Reactants: [H-].[Al+3].[Li+].[H-].[H-].[H-] (lithium aluminium hydride), C[Si](C)(C)C#N (Trimethylsilylcyanide), C(=O)C=1OC2=C(C1)C=CC=C2 (2-formylbenzofuran), [OH-].[Na+] (sodium hydroxide). Reagents/catalysts: [I-].[Zn+2].[I-] (zinc iodide). Solvent: CCOCC (ether), CCOCC (ether), O (water), O (water). Conditions: time 10 hour. The product is O1C(=CC2=C1C=CC=C2)C(CN)O (2-(2-benzofuranyl)-2-hydroxyethanamine). Yield: 65.2%. Reaction SMILES: C[Si]([C:5]#[N:6])(C)C.[CH:7]([C:9]1[O:10][C:11]2[CH:17]=[CH:16][CH:15]=[CH:14][C:12]=2[CH:13]=1)=[O:8].[H-].[Al+3].[Li+].[H-].[H-].[H-].[OH-].[Na+]>CCOCC.[I-].[Zn+2].[I-].O>[O:10]1[C:11]2[CH:17]=[CH:16][CH:15]=[CH:14][C:12]=2[CH:13]=[C:9]1[CH:7]([OH:8])[CH2:5][NH2:6] |f:2.3.4.5.6.7,8.9,11.12.13|. Reported procedure: Trimethylsilylcyanide (1.63 g, 2 ml) was added to a solution of 2-formylbenzofuran (2.0 g), (prepared as described in French Pat. No. 1.537.206) and a trace of zinc iodide in dry ether (50 ml) at 0° under nitrogen. The reaction mixture was stirred under nitrogen at ambient temperature for 10 h. This solution was then added dropwise to a suspension of lithium aluminium hydride (0.63 g) in dry ether under nitrogen. The mixture was heated under reflux for 1 h at the end of the addition. The reactio... Starting materials: O (water), NC1=C(C=NN1C1=C(C=CC=C1)C)C(=O)N (5-Amino-1-(2-methylphenyl)-1H-pyrazole-4-carboxamide), BrC1=C(C=CC=C1)CC(=O)OC (methyl (2-bromophenyl)acetate), [O-]CC.[Na+] (sodium ethoxide). Run in C(C)(=O)OCC (ethyl acetate), C(C)O (ethanol). Product: BrC1=C(CC=2NC(C3=C(N2)N(N=C3)C3=C(C=CC=C3)C)=O)C=CC=C1 (6-(2-Bromobenzyl)-1-(2-methylphenyl)-1,5-dihydropyrazolo[3,4-d]pyrimidin-4-one). As a reaction SMILES: [NH2:1][C:2]1[N:6]([C:7]2[CH:12]=[CH:11][CH:10]=[CH:9][C:8]=2[CH3:13])[N:5]=[CH:4][C:3]=1[C:14]([NH2:16])=[O:15].[Br:17][C:18]1[CH:23]=[CH:22][CH:21]=[CH:20][C:19]=1[CH2:24][C:25](OC)=O.[O-]CC.[Na+].O>C(O)C.C(OCC)(=O)C>[Br:17][C:18]1[CH:23]=[CH:22][CH:21]=[CH:20][C:19]=1[CH2:24][C:25]1[NH:16][C:14](=[O:15])[C:3]2[CH:4]=[N:5][N:6]([C:7]3[CH:12]=[CH:11][CH:10]=[CH:9][C:8]=3[CH3:13])[C:2]=2[N:1]=1 |f:2.3|. Reported procedure: 2.0 g (9.25 mmol) of 5-amino-1-(2-methylphenyl)-1H-pyrazole-4-carboxamide (Example 25A) and 9.5 g (41.62 mmol) of methyl (2-bromophenyl)acetate are dissolved in 30 ml of absolute ethanol under argon, and 3.15 g (46.6 mmol) of sodium ethoxide are added. The reaction mixture is heated to a reflux overnight. Cooling to room temperature is followed by hydrolysis with 50 ml of water and subsequent extraction with ethyl acetate (2×50 ml). The combined organic phases are dried over sodium sulphate, and... Reactants: OC1=C(C=CC=C1)C(CS(=O)C)=O (2'-hydroxy-2-(methylsulfinyl)acetophenone), C(C)=O (acetaldehyde), N1CCCCC1 (piperidine). Run in C1(=CC=CC=C1)C (toluene), C(C)(=O)OCC (ethyl acetate). Yields the product CC=1OC2=CC=CC=C2C(C1)=O (2-methylchromone). Yield: 85.8%. RXN SMILES: [OH:1][C:2]1[CH:7]=[CH:6][CH:5]=[CH:4][C:3]=1[C:8](=[O:13])[CH2:9]S(C)=O.[CH:14](=O)[CH3:15].N1CCCCC1>C1(C)C=CC=CC=1.C(OCC)(=O)C>[CH3:14][C:15]1[O:1][C:2]2[C:3]([C:8](=[O:13])[CH:9]=1)=[CH:4][CH:5]=[CH:6][CH:7]=2. Procedure: In an atmosphere of argon, 19.5 g (107.0 mmols) of 2'-hydroxy-2-(methylsulfinyl)acetophenone, 5.65 g (3.4 equivalent) of acetaldehyde and 5.0 ml (0.05 equivalent) of piperidine were dissolved in 500 ml of toluene, and the mixture obtained was refluxed with heating for 1 hour and 45 minutes. The reaction solution was cooled to room temperature and concentrated under reduced pressure to remove the toluene. The residue thus obtained was dissolved in 300 ml of ethyl acetate and washed twice with 200... The reactants are N#Cc1ccc(Cl)nc1, [K+], [K+], O=C([O-])[O-], O, O=Cc1ccc(O)c2ncccc12, O=S1(=O)CCCC1. Reaction SMILES: [Cl:14][c:15]1[n:16][cH:17][c:18]([C:21]#[N:22])[cH:19][cH:20]1.[K+:23].[K+:24].[O-:25][C:26]([O-:27])=[O:28].[OH2:29].[OH:1][c:2]1[cH:3][cH:4][c:5]([CH:12]=[O:13])[c:6]2[cH:7][cH:8][cH:9][n:10][c:11]12.[S:30]1(=[O:35])(=[O:36])[CH2:31][CH2:32][CH2:33][CH2:34]1>>[O:1]([c:2]1[cH:3][cH:4][c:5]([CH:12]=[O:13])[c:6]2[cH:7][cH:8][cH:9][n:10][c:11]12)[c:15]1[n:16][cH:17][c:18]([C:21]#[N:22])[cH:19][cH:20]1. Product: N#Cc1ccc(Oc2ccc(C=O)c3cccnc23)nc1. Reactants: C(C)N1C=C(C(C2=CC(=C(C=C12)F)F)=O)C(=O)O (1-ethyl-6 7-difluoro-1,4- dihydro-4-oxo-3-quinolinecarboxylic acid), N[C@H]1[C@@H](CCCC1)N (trans-(-)-1,2-diaminocyclohexane). Solvent: N1=CC=CC=C1 (pyridine). Yields the product N[C@H]1[C@@H](CCCC1)NC1=C(C=C2C(C(=CN(C2=C1)CC)C(=O)O)=O)F (Trans-(-)-7-[(2-Aminocyclohexyl)amino]-1-ethyl-6-fluoro-1,4-dihydro-4-oxo-3-quinolinecarboxylic acid). Isolated yield 66.3%. Reaction SMILES: [CH2:1]([N:3]1[C:12]2[C:7](=[CH:8][C:9]([F:14])=[C:10](F)[CH:11]=2)[C:6](=[O:15])[C:5]([C:16]([OH:18])=[O:17])=[CH:4]1)[CH3:2].[NH2:19][C@@H:20]1[CH2:25][CH2:24][CH2:23][CH2:22][C@H:21]1[NH2:26]>N1C=CC=CC=1>[NH2:19][C@@H:20]1[CH2:25][CH2:24][CH2:23][CH2:22][C@H:21]1[NH:26][C:10]1[CH:11]=[C:12]2[C:7]([C:6](=[O:15])[C:5]([C:16]([OH:18])=[O:17])=[CH:4][N:3]2[CH2:1][CH3:2])=[CH:8][C:9]=1[F:14]. Procedure details: A mixture of 2.53 g of 1-ethyl-6 7-difluoro-1,4- dihydro-4-oxo-3-quinolinecarboxylic acid and 4.6 g of trans-(-)-1,2-diaminocyclohexane in 10 ml of pyridine was reacted as described in Example 1 to give 2.3 g of the desired product, m.p. 230°-231°C.